From a dataset of the Open Reaction Database (ORD), a public repository of structured organic reaction records. describe an organic reaction: reactants, conditions, products, and yield Starting materials: BrC1=CC=C2C=3C=CC(=CC3CC2=C1)N (7-bromo-9H-fluoren-2-ylamine), ICCCC (1-iodobutane). The product is BrC1=CC=C2C=3C=CC(=CC3CC2=C1)N(CCCC)CCCC ((7-bromo-9H-fluoren-2-yl)-dibutyl amine). RXN SMILES: [Br:1][C:2]1[CH:14]=[C:13]2[C:5]([C:6]3[CH:7]=[CH:8][C:9]([NH2:15])=[CH:10][C:11]=3[CH2:12]2)=[CH:4][CH:3]=1.I[CH2:17][CH2:18][CH2:19][CH3:20]>>[Br:1][C:2]1[CH:14]=[C:13]2[C:5]([C:6]3[CH:7]=[CH:8][C:9]([N:15]([CH2:14][CH2:2][CH2:3][CH3:4])[CH2:17][CH2:18][CH2:19][CH3:20])=[CH:10][C:11]=3[CH2:12]2)=[CH:4][CH:3]=1. Procedure: As shown in Scheme 1, 7-bromo-9H-fluoren-2-ylamine is reacted with 1-iodobutane to form (7-bromo-9H-fluoren-2-yl)-dibutyl amine (11). Then, (7-bromo-9H-fluoren-2-yl)-dibutyl amine (11) is reacted with 5-formyl-2-thiopheneboronic acid by Suzuki coupling reaction to obtain 5-(7-dibutylamino-9H-fluoren-2-yl)-thiophene-2-carbaldehyde (12a). Finally, in acetonitrile, 5-(7-dibutylamino-9H-fluoren-2-yl)-thiophene-2-carbaldehyde (12a) is reacted with cyanoacetic acid by using piperidine as a catalyst, t...